This data is from the Open Reaction Database (ORD), a public repository of structured organic reaction records. The task is: describe an organic reaction: reactants, conditions, products, and yield Starting materials: C(N)(=O)C1=C(NC=2N(C1C1=C(C=C(C=C1)Cl)Cl)C=C(N2)CC(=O)OC)C (methyl 2-(6-carbamoyl-5-(2,4-dichlorophenyl)-7-methyl-5,8-dihydroimidazo[1,2-a]pyrimidin-2-yl)acetate), ClC=1C(C(=C(C(C1Cl)=O)C#N)C#N)=O (2,3-dichloro-5,6-dicyano-1,4-benzoquinone), C(=O)(O)[O-].[Na+] (NaHCO3), C(Cl)Cl (CH2Cl2). Run in C1CCOC1 (THF). Reaction conditions: time 30 minute. Yields the product C(N)(=O)C=1C(=NC=2N(C1C1=C(C=C(C=C1)Cl)Cl)C=C(N2)CC(=O)OC)C (methyl 2-(6-carbamoyl-5-(2,4-dichlorophenyl)-7-methylimidazo[1,2-a]pyrimidin-2-yl)acetate). The yield is 78.2%. Reaction SMILES: [C:1]([C:4]1[CH:9]([C:10]2[CH:15]=[CH:14][C:13]([Cl:16])=[CH:12][C:11]=2[Cl:17])[N:8]2[CH:18]=[C:19]([CH2:21][C:22]([O:24][CH3:25])=[O:23])[N:20]=[C:7]2[NH:6][C:5]=1[CH3:26])(=[O:3])[NH2:2].ClC1C(=O)C(C#N)=C(C#N)C(=O)C=1Cl.C(Cl)Cl.C([O-])(O)=O.[Na+]>C1COCC1>[C:1]([C:4]1[C:5]([CH3:26])=[N:6][C:7]2[N:8]([CH:18]=[C:19]([CH2:21][C:22]([O:24][CH3:25])=[O:23])[N:20]=2)[C:9]=1[C:10]1[CH:15]=[CH:14][C:13]([Cl:16])=[CH:12][C:11]=1[Cl:17])(=[O:3])[NH2:2] |f:3.4|. Reported procedure: To a slurry of methyl 2-(6-carbamoyl-5-(2,4-dichlorophenyl)-7-methyl-5,8-dihydroimidazo[1,2-a]pyrimidin-2-yl)acetate (1.05 g, 2.66 mmol) in THF (30 mL was added 2,3-dichloro-5,6-dicyano-1,4-benzoquinone (604 mg, 2.66 mmol). After 30 min, CH2Cl2 (100 mL) and satd aq NaHCO3 (50 mL) were added. The layers were separated, the aqueous layer extracted with an additional 50 mL of CH2Cl2, and the combined CH2Cl2 extracts were washed with satd aq NaHCO3 (3×50 mL). The organic solution was dried with MgSO... Starting materials: C(C)(C)(C)OC(=O)NC[C@@H]1OC2=CC=C(C=C2CC1)C1=CC=C(C(=O)OC)C=C1 (Methyl 4-((2R)-2-{[(tert-butoxycarbonyl)amino]methyl}-3,4-dihydro-2H-chromen-6-yl)benzoate), Cl (hydrochloric acid). Run in O1CCOCC1 (1,4-dioxane), O1CCOCC1 (1,4-dioxane). Reaction conditions: time 16 hour. Product: NC[C@@H]1OC2=CC=C(C=C2CC1)C1=CC=C(C(=O)OC)C=C1 (Methyl 4-[(2R)-2-(aminomethyl)-3,4-dihydro-2H-chromen-6-yl]benzoate). Yield: 83.3%. As a reaction SMILES: C(OC([NH:8][CH2:9][C@H:10]1[CH2:19][CH2:18][C:17]2[C:12](=[CH:13][CH:14]=[C:15]([C:20]3[CH:29]=[CH:28][C:23]([C:24]([O:26][CH3:27])=[O:25])=[CH:22][CH:21]=3)[CH:16]=2)[O:11]1)=O)(C)(C)C.Cl>O1CCOCC1>[NH2:8][CH2:9][C@H:10]1[CH2:19][CH2:18][C:17]2[C:12](=[CH:13][CH:14]=[C:15]([C:20]3[CH:21]=[CH:22][C:23]([C:24]([O:26][CH3:27])=[O:25])=[CH:28][CH:29]=3)[CH:16]=2)[O:11]1. Reported procedure: To a solution of methyl 4-((2R)-2-{[(tert-butoxycarbonyl)amino]methyl}-3,4-dihydro-2H-chromen-6-yl) benzoate (Example 18, 0.94 g, 2.37 mmol) in 5 mL 1,4-dioxane was added 1 mL of 4M hydrochloric acid in 1,4-dioxane dropwise. The resulting solution was allowed to stir at room temperature for 16 hours, followed by concentration in vacuo. At this point, diethyl ether was added and the solid was collected to provide 587 mg of product as a white solid. m/z=298.2 [MH+]. Starting materials: O=C1CCCCCCCN1, [Na+], [OH-]. Yields the product NCCCCCCCC(=O)[O-], [Na+]. As a reaction SMILES: [C:1]1(=[O:10])[NH:2][CH2:3][CH2:4][CH2:5][CH2:6][CH2:7][CH2:8][CH2:9]1.[Na+:12].[OH-:11]>>[C:1]([CH2:9][CH2:8][CH2:7][CH2:6][CH2:5][CH2:4][CH2:3][NH2:2])([O-:10])=[O:11].[Na+:12]. Starting materials: CC(C)(C)OC(=O)N(CC=CCl)c1ccc2ccc(S(C)(=O)=O)cc2c1Br, CCCC[SnH](CCCC)CCCC, CC(C)(C#N)N=NC(C)(C)C#N, c1ccccc1. Yields the product CC(C)(C)OC(=O)N1CC(CCl)c2c1ccc1ccc(S(C)(=O)=O)cc21. RXN SMILES: [Br:1][c:2]1[c:3]([N:16]([C:17]([O:18][C:19]([CH3:20])([CH3:21])[CH3:22])=[O:23])[CH2:24][CH:25]=[CH:26][Cl:27])[cH:4][cH:5][c:6]2[cH:7][cH:8][c:9]([S:12](=[O:13])(=[O:14])[CH3:15])[cH:10][c:11]12.[CH3:28][CH2:29][CH2:30][CH2:31][SnH:32]([CH2:33][CH2:34][CH2:35][CH3:36])[CH2:37][CH2:38][CH2:39][CH3:40].[N:41]#[C:42][C:43]([N:44]=[N:45][C:46]([C:47]#[N:48])([CH3:49])[CH3:50])([CH3:51])[CH3:52].[cH:53]1[cH:54][cH:55][cH:56][cH:57][cH:58]1>>[c:2]12[c:3]([cH:4][cH:5][c:6]3[cH:7][cH:8][c:9]([S:12](=[O:13])(=[O:14])[CH3:15])[cH:10][c:11]13)[N:16]([C:17]([O:18][C:19]([CH3:20])([CH3:21])[CH3:22])=[O:23])[CH2:24][CH:25]2[CH2:26][Cl:27]. Reactants: C1=CC=C(C=2C3=CC=CC=C3NC12)OCC(CN1CCNCC1)O (1-(9H-carbazol-4-yloxy)-3-piperazin-1-ylpropan-2-ol), CCN(C(C)C)C(C)C (DIPEA), FC(C=1C=C(C=CC1)S(=O)(=O)Cl)(F)F (3-trifluoromethylbenzenesulfonyl chloride). Solvent: C(C)(=O)OCC (ethyl acetate), CN(C)C=O (DMF). Run at time 3 hour. Yields the product C1=CC=C(C=2C3=CC=CC=C3NC12)OCC(CN1CCN(CC1)S(=O)(=O)C1=CC(=CC=C1)C(F)(F)F)O (1-(9H-carbazol-4-yloxy)-3-[4-(3-trifluoromethyl phenylsulfonyl)piperazin-1-yl]propan-2-ol). Yield: 31.3%. RXN SMILES: [CH:1]1[C:13]2[NH:12][C:11]3[C:6](=[CH:7][CH:8]=[CH:9][CH:10]=3)[C:5]=2[C:4]([O:14][CH2:15][CH:16]([OH:24])[CH2:17][N:18]2[CH2:23][CH2:22][NH:21][CH2:20][CH2:19]2)=[CH:3][CH:2]=1.CCN(C(C)C)C(C)C.[F:34][C:35]([F:47])([F:46])[C:36]1[CH:37]=[C:38]([S:42](Cl)(=[O:44])=[O:43])[CH:39]=[CH:40][CH:41]=1>CN(C=O)C.C(OCC)(=O)C>[CH:1]1[C:13]2[NH:12][C:11]3[C:6](=[CH:7][CH:8]=[CH:9][CH:10]=3)[C:5]=2[C:4]([O:14][CH2:15][CH:16]([OH:24])[CH2:17][N:18]2[CH2:23][CH2:22][N:21]([S:42]([C:38]3[CH:39]=[CH:40][CH:41]=[C:36]([C:35]([F:34])([F:46])[F:47])[CH:37]=3)(=[O:44])=[O:43])[CH2:20][CH2:19]2)=[CH:3][CH:2]=1. Reported procedure: To a solution of 1-(9H-carbazol-4-yloxy)-3-piperazin-1-ylpropan-2-ol (0.2 g, 0.614 mmol) in DMF (4 mL), was added DIPEA (0.05 mL, 0.301 mmol) followed by the drop-wise addition of 3-trifluoromethylbenzenesulfonyl chloride (0.098 g, 0.61 mmol) at room temperature and the reaction mixture was stirred for 3 hours. Subsequently the reaction mixture was diluted with ethyl acetate (30 mL), washed with water and brine solution. The organic layer was dried on anhydrous Na2SO4, concentrated, and purified... The reactants are [Al+3], CCCCCCCN(CCCCCSc1nc(-c2ccc(OC)cc2)c(-c2ccc(OC)cc2)[nH]1)C(=O)Cc1ccc(F)cc1F, [H-], [H-], [H-], [H-], [Li+], [Na+], [Na+], O=S(=O)([O-])[O-], C1CCOC1. Product: CCCCCCCN(CCCCCSc1nc(-c2ccc(OC)cc2)c(-c2ccc(OC)cc2)[nH]1)CCc1ccc(F)cc1F. Reaction SMILES: [Al+3:2].[CH3:7][O:8][c:9]1[cH:10][cH:11][c:12](-[c:15]2[n:16][c:17]([S:28][CH2:29][CH2:30][CH2:31][CH2:32][CH2:33][N:34]([C:35]([CH2:36][c:37]3[c:38]([F:44])[cH:39][c:40]([F:43])[cH:41][cH:42]3)=[O:45])[CH2:46][CH2:47][CH2:48][CH2:49][CH2:50][CH2:51][CH3:52])[nH:18][c:19]2-[c:20]2[cH:21][cH:22][c:23]([O:26][CH3:27])[cH:24][cH:25]2)[cH:13][cH:14]1.[H-:1].[H-:4].[H-:5].[H-:6].[Li+:3].[Na+:53].[Na+:54].[O-:55][S:56](=[O:57])(=[O:58])[O-:59].[O:60]1[CH2:61][CH2:62][CH2:63][CH2:64]1>>[CH3:7][O:8][c:9]1[cH:10][cH:11][c:12](-[c:15]2[n:16][c:17]([S:28][CH2:29][CH2:30][CH2:31][CH2:32][CH2:33][N:34]([CH2:35][CH2:36][c:37]3[c:38]([F:44])[cH:39][c:40]([F:43])[cH:41][cH:42]3)[CH2:46][CH2:47][CH2:48][CH2:49][CH2:50][CH2:51][CH3:52])[nH:18][c:19]2-[c:20]2[cH:21][cH:22][c:23]([O:26][CH3:27])[cH:24][cH:25]2)[cH:13][cH:14]1. Starting materials: ClC1=C(C=C(C=C1)F)F (1-chloro-2,4-difluorobenzene), [N+](=O)([O-])[O-].[K+] (KNO3), ice. Run in OS(=O)(=O)O (H2SO4). Run at temperature 28 celsius, time 8 hour. The product is ClC1=C(C=C(C(=C1)[N+](=O)[O-])F)F (1-Chloro-2,4-difluoro-5-nitrobenzene). As a reaction SMILES: [Cl:1][C:2]1[CH:7]=[CH:6][C:5]([F:8])=[CH:4][C:3]=1[F:9].[N+:10]([O-])([O-:12])=[O:11].[K+]>OS(O)(=O)=O>[Cl:1][C:2]1[CH:7]=[C:6]([N+:10]([O-:12])=[O:11])[C:5]([F:8])=[CH:4][C:3]=1[F:9] |f:1.2|. Reported procedure: To a stirred solution of 1-chloro-2,4-difluorobenzene (0.829 g, 5.58 mmol, Aldrich, used as received) in conc. H2SO4 (8.0 mL) at 0° C., KNO3 (0.565 g, 5.59 mmol) was added in one lot. The resulting solution was allowed to warm to 28° C. and stirred overnight at 28° C. It was then poured into ice (80 g) and extracted with ethyl acetate (75 mL). The ethyl acetate was dried over anhydrous Na2SO4, removed under vacuum, and the resulting oil was dried further under vacuum to afford 1.007 g (93%) of t...